This data is from the Open Reaction Database (ORD), a public repository of structured organic reaction records. The task is: describe an organic reaction: reactants, conditions, products, and yield Yields the product CC1=C(N=C(O1)C1=CC=CC=C1)COC1=CC=C(COC2=CC=C(C=C2)CC(=O)O)C=C1 (2-[4-[4-[(5-methyl-2-phenyl-4-oxazolyl)methoxy]benzyloxy]phenyl]acetic acid). Procedure details: To a mixture of methyl 2-[4-[4-[(5-methyl-2-phenyl-4-oxazolyl)methoxy]benzyloxy]phenyl]acetate (0.55 g), tetrahydrofuran (3 mL) and methanol (3 mL) was added a 1N aqueous sodium hydroxide solution (2.5 mL) and the mixture was stirred at room temperature for 2 hrs. 1N Hydrochloric acid and water were added to acidify the reaction mixture, and the mixture was extracted with ethyl acetate. The organic layer was washed with saturated brine, dried over anhydrous magnesium sulfate, and concentrated to... RXN SMILES: [CH3:1][C:2]1[O:6][C:5]([C:7]2[CH:12]=[CH:11][CH:10]=[CH:9][CH:8]=2)=[N:4][C:3]=1[CH2:13][O:14][C:15]1[CH:33]=[CH:32][C:18]([CH2:19][O:20][C:21]2[CH:26]=[CH:25][C:24]([CH2:27][C:28]([O:30]C)=[O:29])=[CH:23][CH:22]=2)=[CH:17][CH:16]=1.O1CCCC1.[OH-].[Na+].Cl>O.CO>[CH3:1][C:2]1[O:6][C:5]([C:7]2[CH:8]=[CH:9][CH:10]=[CH:11][CH:12]=2)=[N:4][C:3]=1[CH2:13][O:14][C:15]1[CH:33]=[CH:32][C:18]([CH2:19][O:20][C:21]2[CH:22]=[CH:23][C:24]([CH2:27][C:28]([OH:30])=[O:29])=[CH:25][CH:26]=2)=[CH:17][CH:16]=1 |f:2.3|. The reactants are CC1=C(N=C(O1)C1=CC=CC=C1)COC1=CC=C(COC2=CC=C(C=C2)CC(=O)OC)C=C1 (methyl 2-[4-[4-[(5-methyl-2-phenyl-4-oxazolyl)methoxy]benzyloxy]phenyl]acetate), O1CCCC1 (tetrahydrofuran), [OH-].[Na+] (sodium hydroxide), Cl (Hydrochloric acid). Conditions: time 2 hour. Yield: 84.5%. Solvent: CO (methanol), O (water). The reactants are O=C(O)CCl, Cl, [Na+], [OH-], O, OCc1ccccc1O. Yields the product O=C(O)COc1ccccc1CO. RXN SMILES: [Cl:10][CH2:11][C:12](=[O:13])[OH:14].[ClH:17].[Na+:16].[OH-:15].[OH2:18].[OH:1][c:2]1[c:3]([CH2:4][OH:5])[cH:6][cH:7][cH:8][cH:9]1>>[O:1]([c:2]1[c:3]([CH2:4][OH:5])[cH:6][cH:7][cH:8][cH:9]1)[CH2:11][C:12](=[O:13])[OH:14].